Task: describe an organic reaction: reactants, conditions, products, and yield. Dataset: the Open Reaction Database (ORD), a public repository of structured organic reaction records Reactants: C1(CCC1)N1CCN(CCC1)C(=O)N1CC(C1)O (1-[(4-cyclobutyl-1,4-diazepan-1-yl)carbonyl]azetidin-3-ol), CC(=O)OI1(C=2C=CC=CC2C(=O)O1)(OC(=O)C)OC(=O)C (Dess Martin periodinane). The solvent is ClCCl (dichloromethane). Conditions: time 3 hour. The product is C1(CCC1)N1CCN(CCC1)C(=O)N1CC(C1)=O (1-[(4-cyclobutyl-1,4-diazepan-1-yl)carbonyl]azetidin-3-one). Isolated yield 61.5%. As a reaction SMILES: [CH:1]1([N:5]2[CH2:11][CH2:10][CH2:9][N:8]([C:12]([N:14]3[CH2:17][CH:16]([OH:18])[CH2:15]3)=[O:13])[CH2:7][CH2:6]2)[CH2:4][CH2:3][CH2:2]1.CC(OI1(OC(C)=O)(OC(C)=O)OC(=O)C2C=CC=CC1=2)=O>ClCCl>[CH:1]1([N:5]2[CH2:11][CH2:10][CH2:9][N:8]([C:12]([N:14]3[CH2:15][C:16](=[O:18])[CH2:17]3)=[O:13])[CH2:7][CH2:6]2)[CH2:4][CH2:3][CH2:2]1. Procedure details: To a stirred solution of 1-[(4-cyclobutyl-1,4-diazepan-1-yl)carbonyl]azetidin-3-ol (27 mg, 0.11 mmol) in dichloromethane (2 ml) was added Dess Martin periodinane (80 mg, 0.19 mmol) at room temperature. The mixture was stirred for 3 hours and then concentrated and purified by FCC (eluting with DCM/MeOH/NH3 gradient 95:5:1 to 90:10:1) to provide the title compound as colourless oil (17 mg, 63%).